From a dataset of the Open Reaction Database (ORD), a public repository of structured organic reaction records. describe an organic reaction: reactants, conditions, products, and yield The reactants are C1(=CC=CC=C1)C(OC(C#C)CCCCCCC)(C1=CC=CC=C1)C1=CC=CC=C1 (3-triphenylmethoxy-1-decyne), C(C)(C(C)C)BC(C)C(C)C (disiamylborane), [Br-] (bromide). The product is Br\C=C\C(CCCCCCC)OC(C1=CC=CC=C1)(C1=CC=CC=C1)C1=CC=CC=C1 (1-bromo-3-triphenylmethoxy-trans-1-decene). RXN SMILES: [C:1]1([C:7]([C:25]2[CH:30]=[CH:29][CH:28]=[CH:27][CH:26]=2)([C:19]2[CH:24]=[CH:23][CH:22]=[CH:21][CH:20]=2)[O:8][CH:9]([CH2:12][CH2:13][CH2:14][CH2:15][CH2:16][CH2:17][CH3:18])[C:10]#[CH:11])[CH:6]=[CH:5][CH:4]=[CH:3][CH:2]=1.C(BC(C(C)C)C)(C(C)C)C.[Br-:42]>>[Br:42]/[CH:11]=[CH:10]/[CH:9]([O:8][C:7]([C:1]1[CH:2]=[CH:3][CH:4]=[CH:5][CH:6]=1)([C:19]1[CH:20]=[CH:21][CH:22]=[CH:23][CH:24]=1)[C:25]1[CH:26]=[CH:27][CH:28]=[CH:29][CH:30]=1)[CH2:12][CH2:13][CH2:14][CH2:15][CH2:16][CH2:17][CH3:18]. Procedure details: Treatment of 3-triphenylmethoxy-1-decyne (Example 129) with disiamylborane and the bromide by the procedure described in Example 1173 is productive of the title compound. Reactants: CC=1OC2=C(N1)C=C(C=C2Cl)Cl (2-methyl-5,7-dichloro-benzoxazole), C(C)OS(=O)(=O)OCC (diethyl-sulphate). Run at temperature 150 celsius. The product is C(C)OS(=O)(=O)O.CC1OC2=C(N1CC)C=C(C=C2Cl)Cl (2-methyl-3-ethyl-5,7-dichloro-benzoxazole ethyl-sulphate). Reaction SMILES: [CH3:1][C:2]1[O:3][C:4]2[C:10]([Cl:11])=[CH:9][C:8]([Cl:12])=[CH:7][C:5]=2[N:6]=1.[CH2:13]([O:15][S:16]([O:19]CC)(=[O:18])=[O:17])[CH3:14]>>[CH2:13]([O:15][S:16]([OH:19])(=[O:18])=[O:17])[CH3:14].[CH3:1][CH:2]1[N:6]([CH2:13][CH3:14])[C:5]2[CH:7]=[C:8]([Cl:12])[CH:9]=[C:10]([Cl:11])[C:4]=2[O:3]1 |f:2.3|. Procedure details: A mixture of 2.0 g of 2-methyl-5,7-dichloro-benzoxazole and 2.5 ml of diethyl-sulphate was heated at 150° C for 40 minutes. By cooling, a solid cake was obtained. It was then ground in a mortar by washing repeatedly with ethyl ether. The product was employed without further purification. Reactants: CC[Si](O)(CC)CC, CS(C)=O, CC(=O)Nc1cc(C)c(C(=O)CCl)cc1C. Reaction SMILES: [CH2:17]([Si:18]([CH2:19][CH3:20])([CH2:21][CH3:22])[OH:23])[CH3:24].[CH3:25][S:26]([CH3:27])=[O:28].[Cl:1][CH2:2][C:3](=[O:4])[c:5]1[cH:6][c:7]([CH3:16])[c:8]([NH:12][C:13]([CH3:14])=[O:15])[cH:9][c:10]1[CH3:11]>>[Cl:1][CH2:2][CH2:3][c:5]1[cH:6][c:7]([CH3:16])[c:8]([NH:12][C:13]([CH3:14])=[O:15])[cH:9][c:10]1[CH3:11]. Yields the product CC(=O)Nc1cc(C)c(CCCl)cc1C. Reactants: CN(C)c1cccc(N(CC(=O)O)S(=O)(=O)c2ccc(C(C)(C)C)cc2)c1, OCCNCc1ccccc1. Yields the product CN(C)c1cccc(N(CC(=O)N(CCO)Cc2ccccc2)S(=O)(=O)c2ccc(C(C)(C)C)cc2)c1. Reaction SMILES: [C:1]([CH3:2])([CH3:3])([CH3:4])[c:5]1[cH:6][cH:7][c:8]([S:11](=[O:12])(=[O:13])[N:14]([c:15]2[cH:16][c:17]([N:21]([CH3:22])[CH3:23])[cH:18][cH:19][cH:20]2)[CH2:24][C:25](=[O:26])[OH:27])[cH:9][cH:10]1.[CH2:28]([c:29]1[cH:30][cH:31][cH:32][cH:33][cH:34]1)[NH:35][CH2:36][CH2:37][OH:38]>>[C:1]([CH3:2])([CH3:3])([CH3:4])[c:5]1[cH:6][cH:7][c:8]([S:11](=[O:12])(=[O:13])[N:14]([c:15]2[cH:16][c:17]([N:21]([CH3:22])[CH3:23])[cH:18][cH:19][cH:20]2)[CH2:24][C:25](=[O:26])[N:35]([CH2:28][c:29]2[cH:30][cH:31][cH:32][cH:33][cH:34]2)[CH2:36][CH2:37][OH:38])[cH:9][cH:10]1. The reactants are N#CC(Cc1ccnc(Cl)c1)N=C(c1ccccc1)c1ccccc1, CCO, CO, Cl, O. Product: N#CC(N)Cc1ccnc(Cl)c1. RXN SMILES: [C:3]([c:4]1[cH:5][cH:6][cH:7][cH:8][cH:9]1)([c:10]1[cH:11][cH:12][cH:13][cH:14][cH:15]1)=[N:16][CH:17]([C:18]#[N:19])[CH2:20][c:21]1[cH:22][c:23]([Cl:27])[n:24][cH:25][cH:26]1.[CH3:28][CH2:29][OH:30].[CH3:31][OH:32].[ClH:2].[OH2:1]>>[NH2:16][CH:17]([C:18]#[N:19])[CH2:20][c:21]1[cH:22][c:23]([Cl:27])[n:24][cH:25][cH:26]1. As a reaction SMILES: [Br:1]N1C(=O)CCC1=O.[Cl:9][C:10]1[CH:15]=[CH:14][C:13]([CH:16]2[C:24](=[O:25])[C:23]3[C:18](=[CH:19][CH:20]=[CH:21][C:22]=3[C:26]3[CH:31]=[CH:30][CH:29]=[CH:28][CH:27]=3)[C:17]2=[O:32])=[CH:12][CH:11]=1.C(OOC(=O)C1C=CC=CC=1)(=O)C1C=CC=CC=1>>[Br:1][C:16]1([C:13]2[CH:14]=[CH:15][C:10]([Cl:9])=[CH:11][CH:12]=2)[C:24](=[O:25])[C:23]2[C:18](=[CH:19][CH:20]=[CH:21][C:22]=2[C:26]2[CH:27]=[CH:28][CH:29]=[CH:30][CH:31]=2)[C:17]1=[O:32]. Procedure: N-bromosuccinimide (0.3 g ) was added portionwise over 15 minutes to a stirred solution of 2-(p-chlorophenyl)-4-phenylindane-1,3-dione (0.5 g) containing benzoyl peroxide (0.01 g) at ambient temperature and the reaction was allowed to stir for a further 15 minutes. The solvent was removed under reduced pressure and the crude product was chromatographed on silica. The fraction eluted with toluene was recrystallised from diethyl etherhexane to give 2-bromo-2-(p-chlorophenyl)-4-phenylindane-1,3-dio... The product is BrC1(C(C2=CC=CC(=C2C1=O)C1=CC=CC=C1)=O)C1=CC=C(C=C1)Cl (2-bromo-2-(p-chlorophenyl)-4-phenylindane-1,3-dione). The reactants are BrN1C(CCC1=O)=O (N-bromosuccinimide), ClC1=CC=C(C=C1)C1C(C2=CC=CC(=C2C1=O)C1=CC=CC=C1)=O (2-(p-chlorophenyl)-4-phenylindane-1,3-dione), C(C1=CC=CC=C1)(=O)OOC(C1=CC=CC=C1)=O (benzoyl peroxide). Conditions: time 15 minute.